Dataset: the Open Reaction Database (ORD), a public repository of structured organic reaction records. Task: describe an organic reaction: reactants, conditions, products, and yield The reactants are O[C@H]1C[C@H]2C[C@H]([C@H]3[C@@H]4CC[C@@H]([C@@]4(C)[C@H](C[C@@H]3[C@]2(CC1)C)O)C(CC=C(C1=CC=CC=C1)C1=CC=CC=C1)C)O (3α,7α,12α-trihydroxy-17β-[(1,1-diphenyl)-1-penten-4-yl]-5β-androstane), C(C)(=O)OC(C)=O (acetic anhydride), CCOCC (ether). Reagents/catalysts: CN(C1=CC=NC=C1)C (4-dimethylaminopyridine). Solvent: C1(=CC=CC=C1)C (toluene), O (water). Run at time 30 minute. Product: C(C)(=O)O[C@H]1C[C@H]2C[C@H]([C@H]3[C@@H]4CC[C@@H]([C@@]4(C)[C@H](C[C@@H]3[C@]2(CC1)C)O)C(CC=C(C1=CC=CC=C1)C1=CC=CC=C1)C)OC(C)=O (3α,7α-diacetoxy-12α-hydroxy-17β-[(1,1-diphenyl)-1-penten-4-yl]-5β-androstane). As a reaction SMILES: [OH:1][C@@H:2]1[CH2:19][CH2:18][C@@:17]2([CH3:20])[C@H:4]([CH2:5][C@@H:6]([OH:39])[C@@H:7]3[C@@H:16]2[CH2:15][C@H:14]([OH:21])[C@@:12]2([CH3:13])[C@H:8]3[CH2:9][CH2:10][C@@H:11]2[CH:22]([CH3:38])[CH2:23][CH:24]=[C:25]([C:32]2[CH:37]=[CH:36][CH:35]=[CH:34][CH:33]=2)[C:26]2[CH:31]=[CH:30][CH:29]=[CH:28][CH:27]=2)[CH2:3]1.[C:40](OC(=O)C)(=[O:42])[CH3:41].[CH3:47][CH2:48][O:49]CC>CN(C)C1C=CN=CC=1.C1(C)C=CC=CC=1.O>[C:40]([O:1][C@@H:2]1[CH2:19][CH2:18][C@@:17]2([CH3:20])[C@H:4]([CH2:5][C@@H:6]([O:39][C:48](=[O:49])[CH3:47])[C@@H:7]3[C@@H:16]2[CH2:15][C@H:14]([OH:21])[C@@:12]2([CH3:13])[C@H:8]3[CH2:9][CH2:10][C@@H:11]2[CH:22]([CH3:38])[CH2:23][CH:24]=[C:25]([C:32]2[CH:33]=[CH:34][CH:35]=[CH:36][CH:37]=2)[C:26]2[CH:31]=[CH:30][CH:29]=[CH:28][CH:27]=2)[CH2:3]1)(=[O:42])[CH3:41]. Reported procedure: A mixture of 3α,7α,12α-trihydroxy-17β-[(1,1-diphenyl)-1-penten-4-yl]-5β-androstane (2.65 g), acetic anhydride (2.4 ml), and 4-dimethylaminopyridine (0.061 g) in toluene (10 ml) is stirred at room temperature for about 30 minutes, diluted with ether and water and the layers are separated. The organic solution is washed with water, dried over magnesium sulfate, filtered and concentrated in vacuo to give the desired product. Starting materials: CC[Si](Cl)(CC)CC, C1CCOC1, CC(CCl)Cc1ccc(Br)cc1, [Mg]. Yields the product CC[Si](CC)(CC)c1ccc(CC(C)CCl)cc1. As a reaction SMILES: [CH2:14]([CH3:15])[Si:16]([Cl:17])([CH2:18][CH3:19])[CH2:20][CH3:21].[CH2:22]1[O:23][CH2:24][CH2:25][CH2:26]1.[CH3:1][CH:2]([CH2:3][Cl:4])[CH2:5][c:6]1[cH:7][cH:8][c:9]([Br:12])[cH:10][cH:11]1.[Mg:13]>>[CH3:1][CH:2]([CH2:3][Cl:4])[CH2:5][c:6]1[cH:7][cH:8][c:9]([Si:16]([CH2:14][CH3:15])([CH2:18][CH3:19])[CH2:20][CH3:21])[cH:10][cH:11]1. Reactants: BrB(Br)Br, Oc1cc2ccncc2cc1Br, COc1ccc2cncc(CCCC(F)(F)F)c2c1. The product is Oc1ccc2cncc(CCCC(F)(F)F)c2c1. Reaction SMILES: [B:20]([Br:21])([Br:22])[Br:23].[Br:24][c:25]1[cH:26][c:27]2[c:28]([cH:29][cH:30][n:31][cH:32]2)[cH:33][c:34]1[OH:35].[CH3:1][O:2][c:3]1[cH:4][c:5]2[c:6]([CH2:13][CH2:14][CH2:15][C:16]([F:17])([F:18])[F:19])[cH:7][n:8][cH:9][c:10]2[cH:11][cH:12]1>>[OH:2][c:3]1[cH:4][c:5]2[c:6]([CH2:13][CH2:14][CH2:15][C:16]([F:17])([F:18])[F:19])[cH:7][n:8][cH:9][c:10]2[cH:11][cH:12]1. Reactants: N[C@H]1[C@H]([C@@H](O[C@@H]1C(=O)O)N1C2=NC=NC(=C2N=C1)NC(C1=CC=CC=C1)=O)O (3-amino-1-(6-benzoylamino-9H-purin-9-yl)-1,3-dideoxy-β-D-ribofuranuronic acid), N-hydroxysuccinimide ester, C(C1=CC=CC=C1)OC(=O)N[C@@H](CC1=CC=C(C=C1)OCC1=CC=CC=C1)C(=O)O (N-benzyloxycarbonyl-O-benzyl-L-tyrosine). Product: C(C1=CC=CC=C1)(=O)NC1=C2N=CN(C2=NC=N1)[C@H]1[C@H](O)[C@@H]([C@H](O1)C(=O)O)NC([C@@H](NC(=O)OCC1=CC=CC=C1)CC1=CC=C(C=C1)OCC1=CC=CC=C1)=O (1-(6-Benzoylamino-9H-purin-9-yl)-3-(N-benzyloxycarbonyl-O-benzyl-L-tyrosylamino)-1,3-dideoxy-β-D-ribofuranuronic acid). Isolated yield 52.3%. RXN SMILES: [NH2:1][C@@H:2]1[C@@H:6]([C:7]([OH:9])=[O:8])[O:5][C@@H:4]([N:10]2[CH:18]=[N:17][C:16]3[C:11]2=[N:12][CH:13]=[N:14][C:15]=3[NH:19][C:20](=[O:27])[C:21]2[CH:26]=[CH:25][CH:24]=[CH:23][CH:22]=2)[C@@H:3]1[OH:28].[CH2:29]([O:36][C:37]([NH:39][C@H:40]([C:56](O)=[O:57])[CH2:41][C:42]1[CH:47]=[CH:46][C:45]([O:48][CH2:49][C:50]2[CH:55]=[CH:54][CH:53]=[CH:52][CH:51]=2)=[CH:44][CH:43]=1)=[O:38])[C:30]1[CH:35]=[CH:34][CH:33]=[CH:32][CH:31]=1>>[C:20]([NH:19][C:15]1[N:14]=[CH:13][N:12]=[C:11]2[C:16]=1[N:17]=[CH:18][N:10]2[C@@H:4]1[O:5][C@H:6]([C:7]([OH:9])=[O:8])[C@@H:2]([NH:1][C:56](=[O:57])[C@H:40]([CH2:41][C:42]2[CH:43]=[CH:44][C:45]([O:48][CH2:49][C:50]3[CH:51]=[CH:52][CH:53]=[CH:54][CH:55]=3)=[CH:46][CH:47]=2)[NH:39][C:37]([O:36][CH2:29][C:30]2[CH:35]=[CH:34][CH:33]=[CH:32][CH:31]=2)=[O:38])[C@H:3]1[OH:28])(=[O:27])[C:21]1[CH:26]=[CH:25][CH:24]=[CH:23][CH:22]=1. Reported procedure: 1-(6-Benzoylamino-9H-purin-9-yl)-3-(N-benzyloxycarbonyl-O-benzyl-L-tyrosylamino)-1,3-dideoxy-β-D-ribofuranuronic acid (210 mg) was prepared by reacting 1-(6-benzoylamino-9H-purin-9-yl)-1,3-dideoxy-3-amino-β-D-ribofuranuronic acid (200 mg) prepared in Example 1 with N-hydroxysuccinimide ester of N-benzyloxycarbonyl-O-benzyl-L-tyrosine (260 mg) according to a similar manner to that of Example 5, mp. 150°-155° C.